This data is from the Open Reaction Database (ORD), a public repository of structured organic reaction records. The task is: describe an organic reaction: reactants, conditions, products, and yield RXN SMILES: [CH2:1]([N:4]([CH2:17][CH2:18][CH3:19])[CH:5]1[CH2:14][CH2:13][C:12]2[C:7](=[C:8]([CH2:15][NH2:16])[CH:9]=[CH:10][CH:11]=2)[CH2:6]1)[CH2:2][CH3:3].[CH3:20][N:21]=[C:22]=[O:23]>C1(C)C=CC=CC=1>[CH2:17]([N:4]([CH2:1][CH2:2][CH3:3])[CH:5]1[CH2:14][CH2:13][C:12]2[C:7](=[C:8]([CH2:15][NH:16][C:22]([NH:21][CH3:20])=[O:23])[CH:9]=[CH:10][CH:11]=2)[CH2:6]1)[CH2:18][CH3:19]. Solvent: C1(=CC=CC=C1)C (toluene). Starting materials: C(CC)N(C1CC2=C(C=CC=C2CC1)CN)CCC (2-dipropylamino-8-aminomethyl-1,2,3,4-tetrahydronaphthalene), CN=C=O (methyl isocyanate). Procedure details: 1.6 g (6 mmol) of 2-dipropylamino-8-aminomethyl-1,2,3,4-tetrahydronaphthalene were dissolved in 16 ml of toluene under nitrogen. 0.34 g (6 mmol) of methyl isocyanate was added dropwise at a maximum of +25° C. The batch was subsequently stirred for a further 1.5 h at room temperature. The reaction product which crystallized out was then filtered off under suction and dried at +40° C. in vacuo. Product: C(CC)N(C1CC2=C(C=CC=C2CC1)CNC(=O)NC)CCC (2-Dipropylamino-8-(3-methylureido)methyl-1,2,3,4-tetrahydronaphthalene). Run at time 1.5 hour. The reactants are CC(=O)c1cc2c(c(C(C)(C)C)c1)OCCN2C(C)=O, CO, [Na+], [OH-]. Yields the product CC(=O)c1cc2c(c(C(C)(C)C)c1)OCCN2. Reaction SMILES: [C:3](=[O:4])([CH3:5])[N:6]1[CH2:7][CH2:8][O:9][c:10]2[c:11]1[cH:12][c:13]([C:20]([CH3:21])=[O:22])[cH:14][c:15]2[C:16]([CH3:17])([CH3:18])[CH3:19].[CH3:23][OH:24].[Na+:2].[OH-:1]>>[NH:6]1[CH2:7][CH2:8][O:9][c:10]2[c:11]1[cH:12][c:13]([C:20]([CH3:21])=[O:22])[cH:14][c:15]2[C:16]([CH3:17])([CH3:18])[CH3:19].